Dataset: the Open Reaction Database (ORD), a public repository of structured organic reaction records. Task: describe an organic reaction: reactants, conditions, products, and yield Starting materials: C1COCCN1, CN(C)C(=O)c1c2c(c(O)c(=O)n1CCN1CCCC1)C(=O)N(Cc1ccc(F)c(Cl)c1)CC2. The product is CN(C)C(=O)c1c2c(c(O)c(=O)n1CCN1CCOCC1)C(=O)N(Cc1ccc(F)c(Cl)c1)CC2. Reaction SMILES: [CH2:35]1[NH:36][CH2:38][CH2:39][O:37][CH2:40]1.[Cl:1][c:2]1[cH:3][c:4]([CH2:5][N:6]2[C:7](=[O:30])[c:8]3[c:9]([OH:29])[c:10](=[O:28])[n:11]([CH2:21][CH2:22][N:23]4[CH2:24][CH2:25][CH2:26][CH2:27]4)[c:12]([C:16](=[O:17])[N:18]([CH3:19])[CH3:20])[c:13]3[CH2:14][CH2:15]2)[cH:31][cH:32][c:33]1[F:34]>>[Cl:1][c:2]1[cH:3][c:4]([CH2:5][N:6]2[C:7](=[O:30])[c:8]3[c:9]([OH:29])[c:10](=[O:28])[n:11]([CH2:21][CH2:22][N:23]4[CH2:24][CH2:25][O:37][CH2:26][CH2:27]4)[c:12]([C:16](=[O:17])[N:18]([CH3:19])[CH3:20])[c:13]3[CH2:14][CH2:15]2)[cH:31][cH:32][c:33]1[F:34].